From a dataset of the Open Reaction Database (ORD), a public repository of structured organic reaction records. describe an organic reaction: reactants, conditions, products, and yield The reactants are N#CC1CC(F)CN1C(=O)CO, O=[N+]([O-])c1ccccc1S(=O)(=O)Cl. The product is N#CC1CC(F)CN1C(=O)COS(=O)(=O)c1ccccc1[N+](=O)[O-]. RXN SMILES: [F:1][CH:2]1[CH2:3][CH:4]([C:11]#[N:12])[N:5]([C:7]([CH2:8][OH:9])=[O:10])[CH2:6]1.[N+:13](=[O:14])([O-:15])[c:16]1[c:17]([S:22](=[O:23])(=[O:24])[Cl:25])[cH:18][cH:19][cH:20][cH:21]1>>[F:1][CH:2]1[CH2:3][CH:4]([C:11]#[N:12])[N:5]([C:7]([CH2:8][O:9][S:22]([c:17]2[c:16]([N+:13](=[O:14])[O-:15])[cH:21][cH:20][cH:19][cH:18]2)(=[O:23])=[O:24])=[O:10])[CH2:6]1. The reactants are BrC1=C(SC=C1)C(N)=NO (3-Bromo-thiophene-2-amidoxime), BrC1=C(SC=C1)C#N (3-bromo-2-cyano-thiophene), Cl.NO (hydroxylamine hydrochloride), C(C)O (ethanol). Product: BrC1=C(SC=C1)C1=NOC(=N1)C1=CC=C(C=C1)Cl (3-(3-Bromo-thiophen-2-yl)-5-(4-chloro-phenyl)-[1,2,4]-oxadiazole), white solid. Isolated yield 58.0%. As a reaction SMILES: [Br:1][C:2]1[CH:6]=[CH:5][S:4][C:3]=1[C:7](=[N:9]O)[NH2:8].Br[C:12]1[CH:16]=[CH:15]S[C:13]=1[C:17]#N.[ClH:19].NO.[CH2:22]([OH:24])[CH3:23]>>[Br:1][C:2]1[CH:6]=[CH:5][S:4][C:3]=1[C:7]1[N:9]=[C:22]([C:23]2[CH:15]=[CH:16][C:12]([Cl:19])=[CH:13][CH:17]=2)[O:24][N:8]=1 |f:2.3|. Reported procedure: 3-Bromo-thiophene-2-amidoxime: The title compound was prepared from 3-bromo-2-cyano-thiophene (564 mg, 3.00 mmol) and 0.576 M hydroxylamine hydrochloride in 95% ethanol (5.8 mL, 3.3 mmol) similar to Example 36c, and yielded 383 mg (58%) of white solid. 1H NMR (Acetone-d6): 9.18 (s, 1H), 7.51 (d, J=5.50 Hz, 1H), 7.06 (d, J=5.22 Hz, 1H), 5.59 (s, 2H). Reactants: NC=1C(=NC(=C(N1)Cl)CCl)C#N (3-amino-5-chloro-6-(chloromethyl)-2-pyrazinecarbonitrile), Cl.CNC1=CC=C(C(=O)OCC)C=C1 (ethyl 4-methylaminobenzoate hydrochloride), C([O-])([O-])=O.[K+].[K+] (potassium carbonate). The solvent is O1CCCC1 (tetrahydrofuran). The product is NC1=NC(=C(N=C1C#N)CN(C)C1=CC=C(C(=O)OCC)C=C1)Cl (ethyl 4-[N-(2-amino-3-cyano-6-chloro-5-pyrazinylmethyl)-N-methylamino]benzoate). Isolated yield 34.7%. RXN SMILES: [NH2:1][C:2]1[C:3]([C:11]#[N:12])=[N:4][C:5]([CH2:9]Cl)=[C:6]([Cl:8])[N:7]=1.Cl.[CH3:14][NH:15][C:16]1[CH:26]=[CH:25][C:19]([C:20]([O:22][CH2:23][CH3:24])=[O:21])=[CH:18][CH:17]=1.C(=O)([O-])[O-].[K+].[K+]>O1CCCC1>[NH2:1][C:2]1[C:3]([C:11]#[N:12])=[N:4][C:5]([CH2:9][N:15]([C:16]2[CH:26]=[CH:25][C:19]([C:20]([O:22][CH2:23][CH3:24])=[O:21])=[CH:18][CH:17]=2)[CH3:14])=[C:6]([Cl:8])[N:7]=1 |f:1.2,3.4.5|. Reported procedure: Compound 4 (4.04 g, 0.02 mole) and ethyl 4-methylaminobenzoate hydrochloride (3) (4.10 g, 0.02 mole) were dissolved in 200 ml of tetrahydrofuran. The solution was chilled in an ice bath, and to the solution was added slowly a potassium carbonate solution (3.0 g, 0.022 mole in 200 ml water) with stirring. After 24 hours of continuous stirring at room temperature, a yellow precipitate was collected and washed with water. Recrystallization of the product from methanol gave 2.4 g (70% yield) of yell... Starting materials: C(C)(C)(C)OC(=O)N1CC2=C(CC1)N(N=C2C2=CC(=C(C=C2)Cl)C)CC(CN2CCN(CC2)C2=C(C=CC=C2)C#N)O (3-(4-Chloro-3-methyl-phenyl)-1-{3-[4-(2-cyano-phenyl)-piperazin-1-yl]-2-hydroxy-propyl}-1,4,6,7-tetrahydro-pyrazolo[4,3-c]pyridine-5-carboxylic acid tert-butyl ester), C(Cl)Cl (CH2Cl2). Run in FC(C(=O)O)(F)F (trifluoroacetic acid). Run at time 2 hour. The product is ClC1=C(C=C(C=C1)C1=NN(C2=C1CNCC2)CC(CN2CCN(CC2)C2=C(C#N)C=CC=C2)O)C (2-(4-{3-[3-(4-chloro-3-methyl-phenyl)-4,5,6,7-tetrahydro-pyrazolo[4,3-c]pyridin-1-yl]-2-hydroxy-propyl}-piperazin-1-yl)-benzonitrile). The yield is 100.4%. As a reaction SMILES: C(OC([N:8]1[CH2:13][CH2:12][C:11]2[N:14]([CH2:25][CH:26]([OH:42])[CH2:27][N:28]3[CH2:33][CH2:32][N:31]([C:34]4[CH:39]=[CH:38][CH:37]=[CH:36][C:35]=4[C:40]#[N:41])[CH2:30][CH2:29]3)[N:15]=[C:16]([C:17]3[CH:22]=[CH:21][C:20]([Cl:23])=[C:19]([CH3:24])[CH:18]=3)[C:10]=2[CH2:9]1)=O)(C)(C)C.C(Cl)Cl>FC(F)(F)C(O)=O>[Cl:23][C:20]1[CH:21]=[CH:22][C:17]([C:16]2[C:10]3[CH2:9][NH:8][CH2:13][CH2:12][C:11]=3[N:14]([CH2:25][CH:26]([OH:42])[CH2:27][N:28]3[CH2:33][CH2:32][N:31]([C:34]4[CH:39]=[CH:38][CH:37]=[CH:36][C:35]=4[C:40]#[N:41])[CH2:30][CH2:29]3)[N:15]=2)=[CH:18][C:19]=1[CH3:24]. Reported procedure: 3-(4-Chloro-3-methyl-phenyl)-1-{3-[4-(2-cyano-phenyl)-piperazin-1-yl]-2-hydroxy-propyl}-1,4,6,7-tetrahydro-pyrazolo[4,3-c]pyridine-5-carboxylic acid tert-butyl ester (1.26 g, 2.13 mmol) was dissolved in trifluoroacetic acid (3 mL) and CH2Cl2 (3 mL) and allowed to stir for 2 h. The reaction mixture was concentrated, taken up in EtOAc (50 mL) and washed with aqueous NaHCO3 (2×25 mL). The EtOAc layer was dried over Na2SO4 and concentrated to give 2-(4-{3-[3-(4-chloro-3-methyl-phenyl)-4,5,6,7-tetrah... As a reaction SMILES: [CH2:17]1[O:18][CH2:19][CH2:20][CH2:21]1.[CH:1]([CH3:2])([CH3:3])[O:4][c:5]1[cH:6][cH:7][c:8]([N+:14]([O-:15])=[O:16])[c:9]([C:10](=[O:11])[OH:12])[cH:13]1>>[CH:1]([CH3:2])([CH3:3])[O:4][c:5]1[cH:6][cH:7][c:8]([NH2:14])[c:9]([C:10](=[O:11])[OH:12])[cH:13]1. Product: CC(C)Oc1ccc(N)c(C(=O)O)c1. The reactants are C1CCOC1, CC(C)Oc1ccc([N+](=O)[O-])c(C(=O)O)c1. The reactants are ClCCCN1S(NC2=C(C1)C=CC=C2)(=O)=O (3-(3-chloropropyl)-3,4-dihydro-1H-2,1,3-benzothiadiazine 2,2-dioxide), FC=1C=C(C=CC1F)B(O)O (3,4-difluorophenylboronic acid). The product is ClCCCN1S(N(C2=C(C1)C=CC=C2)C2=CC(=C(C=C2)F)F)(=O)=O (3-(3-chloropropyl)-1-(3,4-difluorophenyl)-3,4-dihydro-1H-2,1,3-benzothiadiazine 2,2-dioxide). RXN SMILES: [Cl:1][CH2:2][CH2:3][CH2:4][N:5]1[CH2:10][C:9]2[CH:11]=[CH:12][CH:13]=[CH:14][C:8]=2[NH:7][S:6]1(=[O:16])=[O:15].[F:17][C:18]1[CH:19]=[C:20](B(O)O)[CH:21]=[CH:22][C:23]=1[F:24]>>[Cl:1][CH2:2][CH2:3][CH2:4][N:5]1[CH2:10][C:9]2[CH:11]=[CH:12][CH:13]=[CH:14][C:8]=2[N:7]([C:21]2[CH:20]=[CH:19][C:18]([F:17])=[C:23]([F:24])[CH:22]=2)[S:6]1(=[O:16])=[O:15]. Reported procedure: In an analogous manner to Example 1 step 7, 3-(3-chloropropyl)-3,4-dihydro-1H-2,1,3-benzothiadiazine 2,2-dioxide (474 mg) was coupled to 3,4-difluorophenylboronic acid to provide 3-(3-chloropropyl)-1-(3,4-difluorophenyl)-3,4-dihydro-1H-2,1,3-benzothiadiazine 2,2-dioxide (92 mg): Reactants: FC1=CC2=C(C(=NO2)C2=CC=C(C=C2)OC[C@@H]2OC2)C=C1 ((R)-6-fluoro-3-(4-oxiranylmethoxy-phenyl)-benzo[d]isoxazole), CN(C=O)C (dimethylformamide). Run in COC1=C(CN)C=CC=C1 (2-methoxybenzylamine), C(C)O (ethanol). The product is FC1=CC2=C(C(=NO2)C2=CC=C(OC[C@@H](CNCC3=C(C=CC=C3)OC)O)C=C2)C=C1 ((R)-1-[4-(6-fluoro-benzo[d]isoxazol-3-yl)-phenoxy]-3-(2-methoxy-benzylamino)-propan-2-ol). RXN SMILES: [F:1][C:2]1[CH:21]=[CH:20][C:5]2[C:6]([C:9]3[CH:14]=[CH:13][C:12]([O:15][CH2:16][C@H:17]4[CH2:19][O:18]4)=[CH:11][CH:10]=3)=[N:7][O:8][C:4]=2[CH:3]=1.C[N:23]([CH3:26])C=O>COC1C=CC=CC=1CN.C(O)C>[F:1][C:2]1[CH:21]=[CH:20][C:5]2[C:6]([C:9]3[CH:14]=[CH:13][C:12]([O:15][CH2:16][C@H:17]([OH:18])[CH2:19][NH:23][CH2:26][C:11]4[CH:10]=[CH:9][CH:14]=[CH:13][C:12]=4[O:15][CH3:16])=[CH:11][CH:10]=3)=[N:7][O:8][C:4]=2[CH:3]=1. Procedure details: The title compound is prepared from a mixture of (R)-6-fluoro-3-(4-oxiranylmethoxy-phenyl)-benzo[d]isoxazole in dimethylformamide and 2-methoxybenzylamine in ethanol, essentially as described above in Example 70. Purity by LC/MS=100%, [M+H]+=423. The reactants are N#CCC(=O)OCc1ccccc1, C1CCNCC1, CC(C)CCCC(C)(C)C=O, CC(=O)O, Cc1ccccc1, Cl. Product: CC(C)CCCC(C)(C)C=C(C#N)C(=O)OCc1ccccc1. Reaction SMILES: [C:18](#[N:19])[CH2:20][C:21](=[O:22])[O:23][CH2:24][c:25]1[cH:26][cH:27][cH:28][cH:29][cH:30]1.[CH2:12]1[CH2:13][CH2:14][NH:15][CH2:16][CH2:17]1.[CH3:1][C:2]([CH:3]=[O:4])([CH2:5][CH2:6][CH2:7][CH:8]([CH3:9])[CH3:10])[CH3:11].[CH3:31][C:32](=[O:33])[OH:34].[CH3:36][c:37]1[cH:38][cH:39][cH:40][cH:41][cH:42]1.[ClH:35]>>[CH3:1][C:2]([CH:3]=[C:20]([C:18]#[N:19])[C:21](=[O:22])[O:23][CH2:24][c:25]1[cH:26][cH:27][cH:28][cH:29][cH:30]1)([CH2:5][CH2:6][CH2:7][CH:8]([CH3:9])[CH3:10])[CH3:11].